This data is from the Open Reaction Database (ORD), a public repository of structured organic reaction records. The task is: describe an organic reaction: reactants, conditions, products, and yield The reactants are C(C(=O)Cl)(=O)Cl (oxalyl chloride), CS(=O)(=O)C1=C(C=C(C=C1)[C@H](C(=O)O)C[C@@H]1CC(CC1)=O)C ((R)-2-(4-Methanesulfonyl-3-methyl-phenyl)-3-((R)-3-oxo-cyclopentyl)-propionic acid), COCCN1N=C(C=C1)N (1-(2-methoxy-ethyl)-1H-pyrazol-3-ylamine), N1=C(C=CC=C1C)C (2,6-lutidine). Solvent: C(Cl)Cl (methylene chloride), C(Cl)Cl (methylene chloride), C(Cl)Cl (methylene chloride). Run at temperature 25 celsius, time 30 minute. Product: CS(=O)(=O)C1=C(C=C(C=C1)[C@H](C(=O)NC1=NN(C=C1)CCOC)C[C@@H]1CC(CC1)=O)C ((R)-2-(4-methanesulfonyl-3-methyl-phenyl)-N-[1-(2-methoxy-ethyl)-1H-pyrazol-3-yl]-3-((R)-3-oxo-cyclopentyl)-propionamide). The yield is 135.2%. Reaction SMILES: [CH3:1][S:2]([C:5]1[CH:10]=[CH:9][C:8]([C@@H:11]([CH2:15][C@H:16]2[CH2:20][CH2:19][C:18](=[O:21])[CH2:17]2)[C:12]([OH:14])=O)=[CH:7][C:6]=1[CH3:22])(=[O:4])=[O:3].C(Cl)(=O)C(Cl)=O.[CH3:29][O:30][CH2:31][CH2:32][N:33]1[CH:37]=[CH:36][C:35]([NH2:38])=[N:34]1.N1C(C)=CC=CC=1C>C(Cl)Cl>[CH3:1][S:2]([C:5]1[CH:10]=[CH:9][C:8]([C@@H:11]([CH2:15][C@H:16]2[CH2:20][CH2:19][C:18](=[O:21])[CH2:17]2)[C:12]([NH:38][C:35]2[CH:36]=[CH:37][N:33]([CH2:32][CH2:31][O:30][CH3:29])[N:34]=2)=[O:14])=[CH:7][C:6]=1[CH3:22])(=[O:4])=[O:3]. Procedure: (R)-2-(4-Methanesulfonyl-3-methyl-phenyl)-3-((R)-3-oxo-cyclopentyl)-propionic acid (prepared in Example 122, 97 mg, 0.30 mmol) was dissolved in methylene chloride (3 mL) and N,N-dimethylfomamide (three drops) at 25° C. under argon. To this solution was added dropwise a solution of oxalyl chloride in methylene chloride (2 M solution, 160 μL, 0.32 mmol) which produced gas evolution and it was then stirred at 25° C. for 30 minutes after which time it was concentrated in vacuo. The residue was then ... Yields the product ClC=1C=C(C=CC1)NC=1OC(=NN1)C1=CC2=C(N=C(N2)C2=C(C=CC=C2Cl)Cl)C=C1 ((3-Chloro-phenyl)-{5-[2-(2,6-dichloro-phenyl)-3H-benzoimidazol-5-yl]-[1,3,4]oxadiazol-2-yl}-amine). As a reaction SMILES: [Cl:1][C:2]1[CH:7]=[CH:6][CH:5]=[C:4]([Cl:8])[C:3]=1[C:9]1[NH:10][C:11]2[CH:17]=[C:16]([C:18]([NH:20][NH2:21])=[O:19])[CH:15]=[CH:14][C:12]=2[N:13]=1.[Cl:22][C:23]1[CH:24]=[C:25]([N:29]=[C:30]=S)[CH:26]=[CH:27][CH:28]=1.CCN=C=NCCCN(C)C.CCOC(C)=O>CN(C=O)C>[Cl:22][C:23]1[CH:24]=[C:25]([NH:29][C:30]2[O:19][C:18]([C:16]3[CH:15]=[CH:14][C:12]4[N:13]=[C:9]([C:3]5[C:4]([Cl:8])=[CH:5][CH:6]=[CH:7][C:2]=5[Cl:1])[NH:10][C:11]=4[CH:17]=3)=[N:20][N:21]=2)[CH:26]=[CH:27][CH:28]=1. Run in CN(C)C=O (DMF). Starting materials: ClC1=C(C(=CC=C1)Cl)C=1NC2=C(N1)C=CC(=C2)C(=O)NN (2-(2,6-dichloro-phenyl)-3H-benzoimidazole-5-carboxylic acid hydrazide), ClC=1C=C(C=CC1)N=C=S (3-chloro phenyl isothiocyanate), CCOC(=O)C (EtOAc), CCN=C=NCCCN(C)C (EDCI). Reported procedure: To a solution of 2-(2,6-dichloro-phenyl)-3H-benzoimidazole-5-carboxylic acid hydrazide (150 mg, 0.466 mmol) in DMF (3 mL) add 3-chloro phenyl isothiocyanate (69 uL, 0.512 mmol) and stir for 1.75 hr. Add EDCI (179 mg, 0.932 mmol) and heat to 80° C. for 30 min. Allow to stir at room temp overnight. Dilute the reaction with EtOAc (50 mL) and extract with water (10 mL) and 1 N NaOH (10 mL). Dry the organic phase over Na2SO4 and evaporate the solvent. Combine the aqueous phases, chill to 4° C., and f... Reaction conditions: temperature 4 celsius, time 1.75 hour. The reactants are COC1CN(C(=O)OC(C)(C)C)CCN(c2c([N+](=O)[O-])cnn2C)C1, CO, C[Si](C)(C)OC1=CCN(c2[nH]ncc2[N+](=O)[O-])CC1. The product is COC1CN(C(=O)OC(C)(C)C)CCN(c2c(N)cnn2C)C1. RXN SMILES: [CH3:20][O:21][CH:22]1[CH2:23][N:24]([c:36]2[c:37]([N+:42]([O-:43])=[O:44])[cH:38][n:39][n:40]2[CH3:41])[CH2:25][CH2:26][N:27]([C:29](=[O:30])[O:31][C:32]([CH3:33])([CH3:34])[CH3:35])[CH2:28]1.[CH3:45][OH:46].[N+:1]([c:2]1[cH:3][n:4][nH:5][c:6]1[N:7]1[CH2:8][CH:9]=[C:10]([O:11][Si:12]([CH3:13])([CH3:14])[CH3:15])[CH2:16][CH2:17]1)([O-:18])=[O:19]>>[CH3:20][O:21][CH:22]1[CH2:23][N:24]([c:36]2[c:37]([NH2:42])[cH:38][n:39][n:40]2[CH3:41])[CH2:25][CH2:26][N:27]([C:29](=[O:30])[O:31][C:32]([CH3:33])([CH3:34])[CH3:35])[CH2:28]1. Starting materials: OC(C)(C1=C2C=CN(C2=C(C=C1C(C)C)C)S(=O)(=O)C1=CC=C(C)C=C1)C1=NC2=C(N1)C=CC(=C2)C#N ((±)-2-(1-hydroxy-1-(5-isopropyl-7-methyl-1-tosyl-1H-indol-4-yl)ethyl)-1H-benzo[d]imidazole-5-carbonitrile), OC(C)(C1=C2C=CN(C2=C(C=C1CCC)C)S(=O)(=O)C1=CC=C(C)C=C1)C1=NC2=C(N1)C=CC(=C2)C#N ((±)-2-(1-hydroxy-1-(7-methyl-5-propyl-1-tosyl-1H-indol-4-yl)ethyl)-1H-benzo[d]imidazole-5-carbonitrile), C(CC(C)C)N (isoamylamine), [OH-].[K+] (KOH). Solvent: C(Cl)Cl (CH2Cl2). Conditions: temperature 100 celsius, time 0.75 hour. Yields the product OC(C)(C1=C2C=CNC2=C(C=C1C(C)C)C)C1=NC2=C(N1)C=CC(=C2)C#N ((±)-2-(1-hydroxy-1-(5-isopropyl-7-methyl-1H-indol-4-yl)ethyl)-1H-benzo[d]imidazole-5-carbonitrile). RXN SMILES: [OH:1][C:2]([C:27]1[NH:31][C:30]2[CH:32]=[CH:33][C:34]([C:36]#[N:37])=[CH:35][C:29]=2[N:28]=1)([C:4]1[C:12]([CH:13]([CH3:15])[CH3:14])=[CH:11][C:10]([CH3:16])=[C:9]2[C:5]=1[CH:6]=[CH:7][N:8]2S(C1C=CC(C)=CC=1)(=O)=O)[CH3:3].OC(C1NC2C=CC(C#N)=CC=2N=1)(C1C(CCC)=CC(C)=C2C=1C=CN2S(C1C=CC(C)=CC=1)(=O)=O)C.C(N)CC(C)C.[OH-].[K+]>C(Cl)Cl>[OH:1][C:2]([C:27]1[NH:31][C:30]2[CH:32]=[CH:33][C:34]([C:36]#[N:37])=[CH:35][C:29]=2[N:28]=1)([C:4]1[C:12]([CH:13]([CH3:15])[CH3:14])=[CH:11][C:10]([CH3:16])=[C:9]2[C:5]=1[CH:6]=[CH:7][NH:8]2)[CH3:3] |f:3.4|. Reported procedure: A mixture of (±)-2-(1-hydroxy-1-(5-isopropyl-7-methyl-1-tosyl-1H-indol-4-yl)ethyl)-1H-benzo[d]imidazole-5-carbonitrile and (±)-2-(1-hydroxy-1-(7-methyl-5-propyl-1-tosyl-1H-indol-4-yl)ethyl)-1H-benzo[d]imidazole-5-carbonitrile (110 mg, 0.215 mmol), isoamylamine (94 mg, 1.073 mmol), and KOH (60.2 mg, 1.073 mmol) was stirred at 100° C. for 0.75 h under the microwave irradiation. The reaction mixture was diluted with CH2Cl2. The mixture was filtered through SiO2. The SiO2 cake was washed with a mixt... Reactants: ClC1=C(C=CC=C1)C1=CC=2N(C=3C=CC(=CC3C2C2=C1C(NC2=O)=O)O)CCC(=O)O (3-(4-(2-Chlorophenyl)-9-hydroxy-1,3-dioxo-2,3-dihydropyrrolo[3,4-c]carbazol-6 (1H)-yl)propanoic acid), C(C(=O)Cl)(=O)Cl (oxalyl chloride), NC1CC(NC(C1)(C)C)(C)C (4-amino-(2,2,6,6-tetramethyl)piperidine). Product: ClC1=C(C=CC=C1)C1=CC=2N(C=3C=CC(=CC3C2C2=C1C(NC2=O)=O)OC)CCC(=O)NC2CC(NC(C2)(C)C)(C)C (3-(4-(2-Chlorophenyl)-9-methoxy-1,3-dioxo-2,3-dihydropyrrolo[3,4-c]carbazol-6 (1H)-yl)-N-(2,2,6,6-tetramethyl-4-piperidinyl)propanamide). The yield is 72.0%. As a reaction SMILES: [Cl:1][C:2]1[CH:7]=[CH:6][CH:5]=[CH:4][C:3]=1[C:8]1[C:20]2[C:21](=[O:25])[NH:22][C:23](=[O:24])[C:19]=2[C:18]2[C:17]3[CH:16]=[C:15]([OH:26])[CH:14]=[CH:13][C:12]=3[N:11]([CH2:27][CH2:28][C:29]([OH:31])=O)[C:10]=2[CH:9]=1.[C:32](Cl)(=O)C(Cl)=O.[NH2:38][CH:39]1[CH2:44][C:43]([CH3:46])([CH3:45])[NH:42][C:41]([CH3:48])([CH3:47])[CH2:40]1>>[Cl:1][C:2]1[CH:7]=[CH:6][CH:5]=[CH:4][C:3]=1[C:8]1[C:20]2[C:21](=[O:25])[NH:22][C:23](=[O:24])[C:19]=2[C:18]2[C:17]3[CH:16]=[C:15]([O:26][CH3:32])[CH:14]=[CH:13][C:12]=3[N:11]([CH2:27][CH2:28][C:29]([NH:38][CH:39]3[CH2:40][C:41]([CH3:48])([CH3:47])[NH:42][C:43]([CH3:46])([CH3:45])[CH2:44]3)=[O:31])[C:10]=2[CH:9]=1. Procedure details: Reaction of acid (117) prepared as described in example 230 with oxalyl chloride followed by 4-amino-(2,2,6,6-tetramethyl)piperidine using the procedure described in example 207 gave the amide (124) (72%) as a yellow powder, mp 155–160° C. (dec). 1H NMR δ [(CD3)2SO] 11.12 (br, 1H), 8.51 (d, J=2.6 Hz, 1H), 7.78 (s, 1H), 7.67 (d, J=9.0 Hz, 1H), 7.59–7.44 (m, 6H), 7.31 (dd, J=9.0, 2.6 Hz, 1H), 4.71 (m, 2H), 3.90 (s, 3H), 3.82 (m, 1H), 2.52 (t, J=6.2 Hz, 2H), 1.26 (m, 1H), 1.10 (m, 1H), 1.03 (s, 3H)... Yields the product Cc1cc(NC(=O)C(CS)Cc2ccccc2)cc(C(=O)O)c1. Reactants: CC(=O)SCC(Cc1ccccc1)C(=O)Nc1cc(C)cc(C(=O)O)c1, CO, Cl, [Na+], [OH-]. As a reaction SMILES: [C:1](=[O:2])([CH3:3])[S:4][CH2:5][CH:6]([C:7](=[O:8])[NH:9][c:10]1[cH:11][c:12]([C:13](=[O:14])[OH:15])[cH:16][c:17]([CH3:19])[cH:18]1)[CH2:20][c:21]1[cH:22][cH:23][cH:24][cH:25][cH:26]1.[CH3:30][OH:31].[ClH:29].[Na+:28].[OH-:27]>>[SH:4][CH2:5][CH:6]([C:7](=[O:8])[NH:9][c:10]1[cH:11][c:12]([C:13](=[O:14])[OH:15])[cH:16][c:17]([CH3:19])[cH:18]1)[CH2:20][c:21]1[cH:22][cH:23][cH:24][cH:25][cH:26]1.